From a dataset of the Open Reaction Database (ORD), a public repository of structured organic reaction records. describe an organic reaction: reactants, conditions, products, and yield The reactants are O=C(O)c1c(Br)cccc1Br, CN(C)C=O, CCN(C(C)C)C(C)C, O=C(Cl)C(=O)Cl, NCC(O)(CNC(=O)c1cnn(-c2ccc(F)cc2)c1N)C(F)(F)F, C1CCOC1. The product is Nc1c(C(=O)NCC(O)(CNC(=O)c2c(Br)cccc2Br)C(F)(F)F)cnn1-c1ccc(F)cc1. Reaction SMILES: [Br:1][c:2]1[c:3]([C:4](=[O:5])[OH:6])[c:7]([Br:11])[cH:8][cH:9][cH:10]1.[CH3:57][N:58]([CH3:59])[CH:60]=[O:61].[CH:43]([N:44]([CH:45]([CH3:46])[CH3:47])[CH2:48][CH3:49])([CH3:50])[CH3:51].[Cl:12][C:13]([C:14]([Cl:15])=[O:16])=[O:17].[NH2:18][c:19]1[c:20]([C:31](=[O:32])[NH:33][CH2:34][C:35]([C:36]([F:37])([F:38])[F:39])([OH:40])[CH2:41][NH2:42])[cH:21][n:22][n:23]1-[c:24]1[cH:25][cH:26][c:27]([F:30])[cH:28][cH:29]1.[O:52]1[CH2:53][CH2:54][CH2:55][CH2:56]1>>[Br:1][c:2]1[c:3]([C:4](=[O:6])[NH:42][CH2:41][C:35]([CH2:34][NH:33][C:31]([c:20]2[c:19]([NH2:18])[n:23](-[c:24]3[cH:25][cH:26][c:27]([F:30])[cH:28][cH:29]3)[n:22][cH:21]2)=[O:32])([C:36]([F:37])([F:38])[F:39])[OH:40])[c:7]([Br:11])[cH:8][cH:9][cH:10]1. Reactants: NC1=CC(=C(OC2=CC(=NC=N2)NC(N(C2CCN(CC2)C2CN(C2)C)C)=O)C=C1)F (3-[6-(4-amino-2-fluorophenoxy)pyrimidin-4-yl]-1-methyl-1-[1-(1-methylazetidin-3-yl)piperidin-4-yl]urea), [C@]12(C(=O)CC(CC1)C2(C)C)CS(=O)(=O)O ((1S)-(+)-10-camphorsulfonic acid), C1(=CC=CC=C1)CC(=O)N=C=S (2-phenylacetyl isothiocyanate), C(C)OCC (diethyl ether). The solvent is C(C)O (ethanol), C1(=CC=CC=C1)C (toluene). Run at time 10 minute. The product is FC1=C(OC2=CC(=NC=N2)NC(N(C2CCN(CC2)C2CN(C2)C)C)=O)C=CC(=C1)NC(=S)NC(CC1=CC=CC=C1)=O (3-{6-[2-Fluoro-4-(3-phenylacetylthioureido)phenoxy]pyrimidin-4-yl}-1-methyl-1-[1-(1-methylazetidin-3-yl)piperidin-4-yl]urea). Yield: 13.4%. Reaction SMILES: [NH2:1][C:2]1[CH:30]=[CH:29][C:5]([O:6][C:7]2[N:12]=[CH:11][N:10]=[C:9]([NH:13][C:14](=[O:28])[N:15]([CH3:27])[CH:16]3[CH2:21][CH2:20][N:19]([CH:22]4[CH2:25][N:24]([CH3:26])[CH2:23]4)[CH2:18][CH2:17]3)[CH:8]=2)=[C:4]([F:31])[CH:3]=1.[C@]12(CS(O)(=O)=O)C(C)(C)C(CC1)CC2=O.[C:47]1([CH2:53][C:54]([N:56]=[C:57]=[S:58])=[O:55])[CH:52]=[CH:51][CH:50]=[CH:49][CH:48]=1.C(OCC)C>C(O)C.C1(C)C=CC=CC=1>[F:31][C:4]1[CH:3]=[C:2]([NH:1][C:57]([NH:56][C:54](=[O:55])[CH2:53][C:47]2[CH:48]=[CH:49][CH:50]=[CH:51][CH:52]=2)=[S:58])[CH:30]=[CH:29][C:5]=1[O:6][C:7]1[N:12]=[CH:11][N:10]=[C:9]([NH:13][C:14](=[O:28])[N:15]([CH3:27])[CH:16]2[CH2:17][CH2:18][N:19]([CH:22]3[CH2:23][N:24]([CH3:26])[CH2:25]3)[CH2:20][CH2:21]2)[CH:8]=1. Procedure details: To a solution of 3-[6-(4-amino-2-fluorophenoxy)pyrimidin-4-yl]-1-methyl-1-[1-(1-methylazetidin-3-yl)piperidin-4-yl]urea (68.0 mg) in ethanol (2.0 ml) was added (1S)-(+)-10-camphorsulfonic acid (70.2 mg), followed by stirring at room temperature for 10 min. A solution of 2-phenylacetyl isothiocyanate in toluene (0.25 M, 1.91 ml) was added to the reaction mixture, followed by stirring at room temperature for 30 min. The reaction mixture was partitioned between ethyl acetate (50 ml) and a saturated... Starting materials: COC=1C=CC(=C(C1)CCC(C)=O)C#CC1=CC=CC=C1 (4-[5-Methoxy-2-(phenylethynyl)phenyl]-2-butanone), C(#N)[BH3-].[Na+] (sodium cyanoborohydride), C(C)(=O)O (acetic acid), COC=1C=CC(=C(C1)CCC(C)=O)C#CC1=CC=CC=C1 (4-[5-Methoxy-2-(phenylethynyl)phenyl]-2-butanone), C(CC1=CC(OC)=C(OC)C=C1)N (homoveratryl amine). Run in CO (methanol). Yields the product COC=1C=C(C=CC1OC)CCNC(CCC1=C(C=CC(=C1)OC)C#CC1=CC=CC=C1)C (N-[2-(3,4-Dimethoxyphenyl)ethyl]-5-methoxy-α-methyl-2-(phenylethynyl)benzenepropanamine). Isolated yield 90.2%. RXN SMILES: [CH3:1][O:2][C:3]1[CH:4]=[CH:5][C:6]([C:14]#[C:15][C:16]2[CH:21]=[CH:20][CH:19]=[CH:18][CH:17]=2)=[C:7]([CH2:9][CH2:10][C:11](=O)[CH3:12])[CH:8]=1.[CH2:22]([NH2:34])[CH2:23][C:24]1[CH:33]=[CH:32][C:29]([O:30][CH3:31])=[C:26]([O:27][CH3:28])[CH:25]=1.C([BH3-])#N.[Na+].C(O)(=O)C>CO>[CH3:28][O:27][C:26]1[CH:25]=[C:24]([CH2:23][CH2:22][NH:34][CH:11]([CH3:12])[CH2:10][CH2:9][C:7]2[CH:8]=[C:3]([O:2][CH3:1])[CH:4]=[CH:5][C:6]=2[C:14]#[C:15][C:16]2[CH:21]=[CH:20][CH:19]=[CH:18][CH:17]=2)[CH:33]=[CH:32][C:29]=1[O:30][CH3:31] |f:2.3|. Reported procedure: 4-[5-Methoxy-2-(phenylethynyl)phenyl]-2-butanone (0.5 g, 1.8 mmole), the product of Example 1d, and homoveratryl amine (0.33 g 1.8 mmole) were combined in 10 mL of absolute methanol. With stirring, sodium cyanoborohydride (0.21 g, 3.3 mmole) was added in three portions. During this addition, the pH was adjusted to 6 with glacial acetic acid. After stirring for 5 hr, the reaction mixture was concentrated in vacuo and the resulting residue dissolved in methylene chloride. The methylene chloride so... Procedure details: To a mixture of 2.0 g. 2-hydroxyethyl dodecyl sulfide, 60 ml. anhydrous ether and 1.27 g. cyclopropyl carboxylic acid chloride at 0° is added 1.3 ml. pyridine. The mixture is allowed to warm to room temperature and is stirred for three days. The product is isolated using the procedure of Example 3 to yield 3-thiapentadecyl cyclopropanecarboxylate, boiling point 131°-137° (0.03 mm.). Yields the product C1(CC1)C(=O)OCCSCCCCCCCCCCCC (3-thiapentadecyl cyclopropanecarboxylate). RXN SMILES: [CH2:1]([S:13][CH2:14][CH2:15][OH:16])[CH2:2][CH2:3][CH2:4][CH2:5][CH2:6][CH2:7][CH2:8][CH2:9][CH2:10][CH2:11][CH3:12].CCOCC.[CH:22]1([C:25](Cl)=[O:26])[CH2:24][CH2:23]1>N1C=CC=CC=1>[CH:22]1([C:25]([O:16][CH2:15][CH2:14][S:13][CH2:1][CH2:2][CH2:3][CH2:4][CH2:5][CH2:6][CH2:7][CH2:8][CH2:9][CH2:10][CH2:11][CH3:12])=[O:26])[CH2:24][CH2:23]1. The solvent is N1=CC=CC=C1 (pyridine). The reactants are C(CCCCCCCCCCC)SCCO (2-hydroxyethyl dodecyl sulfide), CCOCC (ether), C1(CC1)C(=O)Cl (cyclopropyl carboxylic acid chloride). Reaction conditions: time 3 day. The reactants are O (water), N1C(=NC2=C1C=CC=C2)C(=O)C2=CC=C(C=C2)C2=NN(C=1C2=NC=CC1)CC (1H-benzimidazol-2-yl[4-(1-ethyl-1H-pyrazolo[4,3-b]pyridin-3-yl)phenyl]methanone), CI (MeI), C(=O)([O-])[O-].[K+].[K+] (K2CO3). The solvent is CN(C)C=O (DMF). Reaction conditions: temperature 40 celsius, time 8 hour. The product is C(C)N1N=C(C2=NC=CC=C21)C2=CC=C(C=C2)C(=O)C2=NC1=C(N2C)C=CC=C1 ([4-(1-Ethyl-1H-pyrazolo[4,3-b]pyridin-3-yl)phenyl] (1-methyl-1H-benzimidazol-2-yl)methanone). The yield is 91.1%. As a reaction SMILES: [NH:1]1[C:5]2[CH:6]=[CH:7][CH:8]=[CH:9][C:4]=2[N:3]=[C:2]1[C:10]([C:12]1[CH:17]=[CH:16][C:15]([C:18]2[C:22]3=[N:23][CH:24]=[CH:25][CH:26]=[C:21]3[N:20]([CH2:27][CH3:28])[N:19]=2)=[CH:14][CH:13]=1)=[O:11].CI.[C:31]([O-])([O-])=O.[K+].[K+].O>CN(C=O)C>[CH2:27]([N:20]1[C:21]2[C:22](=[N:23][CH:24]=[CH:25][CH:26]=2)[C:18]([C:15]2[CH:14]=[CH:13][C:12]([C:10]([C:2]3[N:1]([CH3:31])[C:5]4[CH:6]=[CH:7][CH:8]=[CH:9][C:4]=4[N:3]=3)=[O:11])=[CH:17][CH:16]=2)=[N:19]1)[CH3:28] |f:2.3.4|. Procedure: A suspension of 1H-benzimidazol-2-yl[4-(1-ethyl-1H-pyrazolo[4,3-b]pyridin-3-yl)phenyl]methanone (147 mg), MeI (0.037 mL), and K2CO3 (111 mg) in DMF (1.5 ml) was stirred overnight at 40° C. The reaction mixture was poured into water and extracted with AcOEt. The extract was washed with brine, dried over MgSO4, and concentrated under reduced pressure. The residue was purified by basic silica gel column chromatography (hexane/AcOEt) and crystallized from hexane/AcOEt to give the title compound (139... Starting materials: O[C@@H]1C[C@H]2CC[C@H]3[C@]4(CC[C@H](CC#N)[C@]4(CC[C@@H]3[C@]2(CC1)C)C)O (3β,14β-dihydroxy-5β-pregnane-21-nitrile), O1CCCC1 (tetrahydrofuran). Solvent: [AlH](CC(C)C)CC(C)C (i-Bu2AlH), CCCCCC (hexane). Run at time 1 hour. Product: O[C@@H]1C[C@H]2CC[C@H]3[C@]4(CC[C@@H]([C@@]4(C)CC[C@@H]3[C@]2(CC1)C)CC=O)O (3β,14β-Dihydroxy-5β-androstane-17β-ylacetaldehyde). As a reaction SMILES: [OH:1][C@H:2]1[CH2:21][CH2:20][C@@:19]2([CH3:22])[C@H:4]([CH2:5][CH2:6][C@@H:7]3[C@@H:18]2[CH2:17][CH2:16][C@@:15]2([CH3:23])[C@:8]3([OH:24])[CH2:9][CH2:10][C@@H:11]2[CH2:12][C:13]#N)[CH2:3]1.[O:25]1CCCC1>[AlH](CC(C)C)CC(C)C.CCCCCC>[OH:1][C@H:2]1[CH2:21][CH2:20][C@@:19]2([CH3:22])[C@H:4]([CH2:5][CH2:6][C@@H:7]3[C@@H:18]2[CH2:17][CH2:16][C@@:15]2([CH3:23])[C@:8]3([OH:24])[CH2:9][CH2:10][C@@H:11]2[CH2:12][CH:13]=[O:25])[CH2:3]1. Procedure: To a solution of 8.50 g of 3β,14β-dihydroxy-5β-pregnane-21-nitrile in 500 ml of dry tetrahydrofuran, 105 ml of 1M i-Bu2AlH in hexane were added dropwise under nitrogen at 0° C. After 1 hr the reaction was quenched with aqueous citric acid (7.05 g in 32.5 ml of water) and stirred at room temperature for 1 hr. The mixture was then filtered through Celite and washed with ethyl acetate. The organic solution was dried over anhydrous sodium sulfate and evaporated to dryness to give 6.05 g of the title...